Task: describe an organic reaction: reactants, conditions, products, and yield. Dataset: the Open Reaction Database (ORD), a public repository of structured organic reaction records The reactants are COC(C)(C)C, C[O-], Cl, COc1ccc(C(C)=O)cc1F, CCOC(=O)C(F)F, [Na+]. Product: COc1ccc(C(=O)CC(=O)C(F)F)cc1F. Reaction SMILES: [CH3:25][O:26][C:27]([CH3:28])([CH3:29])[CH3:30].[CH3:9][O-:10].[ClH:24].[F:12][c:13]1[cH:14][c:15]([C:21]([CH3:22])=[O:23])[cH:16][cH:17][c:18]1[O:19][CH3:20].[F:1][CH:2]([C:3](=[O:4])[O:5][CH2:6][CH3:7])[F:8].[Na+:11]>>[F:1][CH:2]([C:3](=[O:4])[CH2:22][C:21]([c:15]1[cH:14][c:13]([F:12])[c:18]([O:19][CH3:20])[cH:17][cH:16]1)=[O:23])[F:8]. The reactants are CN1CCC(=O)CC1, CO, Fc1cccc2[nH]ccc12, [K+], [OH-]. Yields the product CN1CC=C(c2c[nH]c3cccc(F)c23)CC1. As a reaction SMILES: [CH3:13][N:14]1[CH2:15][CH2:16][C:17](=[O:20])[CH2:18][CH2:19]1.[CH3:21][OH:22].[F:3][c:4]1[c:5]2[cH:6][cH:7][nH:8][c:9]2[cH:10][cH:11][cH:12]1.[K+:2].[OH-:1]>>[F:3][c:4]1[c:5]2[c:6]([C:17]3=[CH:16][CH2:15][N:14]([CH3:13])[CH2:19][CH2:18]3)[cH:7][nH:8][c:9]2[cH:10][cH:11][cH:12]1. Starting materials: ClCC=1C=C(C=CC1OC)C(C)=O (3'-chloromethyl-4'-methoxyacetophenone), C1(C=2C(C(N1)=O)=CC=CC2)=O.[K] (potassium phthalimide). The solvent is CN(C=O)C (N,N-dimethylformamide), CN(C=O)C (N,N-dimethylformamide). Reaction conditions: time 9 hour. Yields the product C1(C=2C(C(N1CC=1C=C(C=CC1OC)C(C)=O)=O)=CC=CC2)=O (3'-phthalimidomethyl-4'-methoxyacetophenone). Isolated yield 76.7%. As a reaction SMILES: Cl[CH2:2][C:3]1[CH:4]=[C:5]([C:11](=[O:13])[CH3:12])[CH:6]=[CH:7][C:8]=1[O:9][CH3:10].[C:14]1(=[O:24])[NH:18][C:17](=[O:19])[C:16]2=[CH:20][CH:21]=[CH:22][CH:23]=[C:15]12.[K]>CN(C)C=O>[C:14]1(=[O:24])[N:18]([CH2:2][C:3]2[CH:4]=[C:5]([C:11](=[O:13])[CH3:12])[CH:6]=[CH:7][C:8]=2[O:9][CH3:10])[C:17](=[O:19])[C:16]2=[CH:20][CH:21]=[CH:22][CH:23]=[C:15]12 |f:1.2,^1:24|. Reported procedure: A solution of 3'-chloromethyl-4'-methoxyacetophenone (10.0 g) in N,N-dimethylformamide (30 ml) was added slowly to a suspension of potassium phthalimide (9.4 g) in N,N-dimethylformamide (70 ml) at room temperature and then the mixture was stirred for 9 hours at room temperature. After removed of the insoluble material, the solvent was removed under reduced pressure. The residue was suspended in water (100 ml). The mixture was extracted with ethyl acetate (300 ml). The extract was dried with magn...